Dataset: the Open Reaction Database (ORD), a public repository of structured organic reaction records. Task: describe an organic reaction: reactants, conditions, products, and yield Reactants: BrC=1C=CC2=C(N(C(=N2)COC)C2=NC(=NC=N2)N)C1 (4-[6-bromo-2-(methoxymethyl)-1H-1,3-benzodiazol-1-yl]-1,3,5-triazin-2-amine), S1C(=NC=C1)[C@@](C)(C#C)O ((2R)-2-(1,3-thiazol-2-yl)but-3-yn-2-ol). The reagents and catalysts are C=1C=CC(=CC1)[P](C=2C=CC=CC2)(C=3C=CC=CC3)[Pd]([P](C=4C=CC=CC4)(C=5C=CC=CC5)C=6C=CC=CC6)([P](C=7C=CC=CC7)(C=8C=CC=CC8)C=9C=CC=CC9)[P](C=1C=CC=CC1)(C=1C=CC=CC1)C=1C=CC=CC1 (tetrakis(triphenylphosphine)palladium(0)), [Cu]I (copper(I) iodide), C=1C=CC(=CC1)[P](C=2C=CC=CC2)(C=3C=CC=CC3)[Pd]([P](C=4C=CC=CC4)(C=5C=CC=CC5)C=6C=CC=CC6)([P](C=7C=CC=CC7)(C=8C=CC=CC8)C=9C=CC=CC9)[P](C=1C=CC=CC1)(C=1C=CC=CC1)C=1C=CC=CC1 (tetrakis(triphenylphosphine)palladium(0)). Run in N1CCCCC1 (piperidine). Reaction conditions: temperature 70 celsius. Yields the product NC1=NC(=NC=N1)N1C(=NC2=C1C=C(C=C2)C#C[C@@](C)(O)C=2SC=CN2)COC ((2R)-4-[1-(4-amino-1,3,5-triazin-2-yl)-2-(methoxymethyl)-1H-1,3-benzodiazol-6-yl]-2-(1,3-thiazol-2-yl)but-3-yn-2-ol). As a reaction SMILES: Br[C:2]1[CH:3]=[CH:4][C:5]2[N:9]=[C:8]([CH2:10][O:11][CH3:12])[N:7]([C:13]3[N:18]=[CH:17][N:16]=[C:15]([NH2:19])[N:14]=3)[C:6]=2[CH:20]=1.[S:21]1[CH:25]=[CH:24][N:23]=[C:22]1[C@:26]([OH:30])([C:28]#[CH:29])[CH3:27]>N1CCCCC1.C1C=CC([P]([Pd]([P](C2C=CC=CC=2)(C2C=CC=CC=2)C2C=CC=CC=2)([P](C2C=CC=CC=2)(C2C=CC=CC=2)C2C=CC=CC=2)[P](C2C=CC=CC=2)(C2C=CC=CC=2)C2C=CC=CC=2)(C2C=CC=CC=2)C2C=CC=CC=2)=CC=1.[Cu]I>[NH2:19][C:15]1[N:16]=[CH:17][N:18]=[C:13]([N:7]2[C:6]3[CH:20]=[C:2]([C:29]#[C:28][C@:26]([C:22]4[S:21][CH:25]=[CH:24][N:23]=4)([OH:30])[CH3:27])[CH:3]=[CH:4][C:5]=3[N:9]=[C:8]2[CH2:10][O:11][CH3:12])[N:14]=1 |^1:40,42,61,80|. Procedure details: To a solution of 4-[6-bromo-2-(methoxymethyl)-1H-1,3-benzodiazol-1-yl]-1,3,5-triazin-2-amine (150 mg at 86% purity, 0.38 mmol) in piperidine (3 mL) was introduced tetrakis(triphenylphosphine)palladium(0) (22.2 mg, 0.02 mmol), copper(I) iodide (7.3 mg, 0.04 mmol) and (2R)-2-(1,3-thiazol-2-yl)but-3-yn-2-ol (118 mg, 0.77 mmol). The reaction was warmed to 70° C. for 1 hr. After cooling to RT, additional tetrakis(triphenylphosphine)palladium(0) (22.2 mg, 0.02 mmol) was introduced and the reaction mix... Procedure details: A solution of the compound obtained in Example 5 (1.68 g, 5.08 mmol), acetic anhydride (30 ml) and 4-dimethylaminopyridine (DMAP, 60 mg) in pyridine (60 ml) was stirred at room temperature for 4 days. The reaction mixture was poured into water and extracted with ethyl acetate. The organic layer was washed with brine and dried over magnesium sulfate. The solvent was distilled off under reduced pressure and the residue was purified by column chromatography on silica gel (hexane:ethyl acetate=3:1) ... Reagents/catalysts: CN(C1=CC=NC=C1)C (4-dimethylaminopyridine). Reaction SMILES: [OH:1][C@@H:2]1[C@@:21]2([CH3:22])[C:6](=[CH:7][CH:8]=[C:9]3[C@@H:20]2[CH2:19][CH2:18][C@@:17]2([CH3:23])[C@H:10]3[CH2:11][CH2:12][C@@H:13]2[C:14](=[O:16])[CH3:15])[CH2:5][C@@H:4]([OH:24])[CH2:3]1.[C:25](OC(=O)C)(=[O:27])[CH3:26].[OH2:32].N1[CH:38]=[CH:37]C=CC=1>CN(C)C1C=CN=CC=1>[C:25]([O:1][C@@H:2]1[C@@:21]2([CH3:22])[C:6](=[CH:7][CH:8]=[C:9]3[C@@H:20]2[CH2:19][CH2:18][C@@:17]2([CH3:23])[C@H:10]3[CH2:11][CH2:12][C@@H:13]2[C:14](=[O:16])[CH3:15])[CH2:5][C@@H:4]([O:24][C:37](=[O:32])[CH3:38])[CH2:3]1)(=[O:27])[CH3:26]. Yield: 78.0%. The reactants are O[C@H]1C[C@@H](CC2=CC=C3[C@@H]4CC[C@H](C(C)=O)[C@]4(CC[C@@H]3[C@@]12C)C)O (1α,3β-Dihydroxy-20-oxopregna-5,7-diene), C(C)(=O)OC(C)=O (acetic anhydride), N1=CC=CC=C1 (pyridine), O (water). Product: C(C)(=O)O[C@H]1C[C@@H](CC2=CC=C3[C@@H]4CC[C@H](C(C)=O)[C@]4(CC[C@@H]3[C@@]12C)C)OC(C)=O (1α,3β-Diacetoxy-20-oxopregna-5,7-diene). Reactants: [BH3-]C#N, C=O, Cc1cc(C)cc(COC2CCCNC2c2ccccc2)c1, CC(=O)O, CO, [Na+]. Product: Cc1cc(C)cc(COC2CCCN(C)C2c2ccccc2)c1. RXN SMILES: [C:27]([BH3-:28])#[N:29].[CH2:31]=[O:32].[CH3:1][c:2]1[cH:3][c:4]([CH2:9][O:10][CH:11]2[CH:12]([c:17]3[cH:18][cH:19][cH:20][cH:21][cH:22]3)[NH:13][CH2:14][CH2:15][CH2:16]2)[cH:5][c:6]([CH3:8])[cH:7]1.[CH3:23][C:24](=[O:25])[OH:26].[CH3:33][OH:34].[Na+:30]>>[CH3:1][c:2]1[cH:3][c:4]([CH2:9][O:10][CH:11]2[CH:12]([c:17]3[cH:18][cH:19][cH:20][cH:21][cH:22]3)[N:13]([CH3:23])[CH2:14][CH2:15][CH2:16]2)[cH:5][c:6]([CH3:8])[cH:7]1. Reactants: NC1=NC(=NC(=[N+]1[O-])N)N(CC=C)CC=C (2,4-diamino-6-(di-2-propenylamino)-1,3,5-triazine-3-oxide), S(=O)(=O)=O.N1=CC=CC=C1 (pyridine sulfur trioxide), O (Water). Run in CN(C)C=O (DMF). Conditions: time 2 hour. Yields the product [OH-].NC1=[N+](C(=NC(=N1)N(CC=C)CC=C)N)OS(=O)(=O)O (2,6-diamino-4-(di-2-propenylamino)-1-(sulfooxy)-1,3,5-triazinium hydroxide). The yield is 135.0%. Reaction SMILES: [NH2:1][C:2]1[N+:7]([O-:8])=[C:6]([NH2:9])[N:5]=[C:4]([N:10]([CH2:14][CH:15]=[CH2:16])[CH2:11][CH:12]=[CH2:13])[N:3]=1.[S:17](=[O:20])(=[O:19])=[O:18].N1C=CC=CC=1.O>CN(C=O)C>[OH-:8].[NH2:1][C:2]1[N:3]=[C:4]([N:10]([CH2:14][CH:15]=[CH2:16])[CH2:11][CH:12]=[CH2:13])[N:5]=[C:6]([NH2:9])[N+:7]=1[O:8][S:17]([OH:20])(=[O:19])=[O:18] |f:1.2,5.6|. Procedure: A mixture of 3.00 grams (0.0148 mols) of 2,4-diamino-6-(di-2-propenylamino)-1,3,5-triazine-3-oxide and 4.50 grams of pyridine sulfur trioxide in 3 ml of DMF is stirred for 2 hr. Water (240 ml) is added and the mixture is warmed on a steam bath for 4 min. The white crystals are filtered and dried to yield 3.20 grams of the titled product, a 71% yield. The crystals are homogeneous by TLC. A sample recrystallized from methanol-water decomposes at 258° C. The reactants are K-t-BuO, C=1C=CC2=C(C1)C(=CN2)CCO (tryptophol), ClC1=NC(=CN=C1)Cl (2,6-dichloropyrazine). Run in ClCCl (dichloromethane), O1CCOCC1 (dioxane). Run at temperature 0 celsius, time 10 minute. Yields the product ClC1=NC(=CN=C1)OCCC1=CNC2=CC=CC=C12 (2-Chloro-6-[2-(1H-indol-3-yl)ethoxy]pyrazine). As a reaction SMILES: [CH:1]1[CH:2]=[CH:3][C:4]2[NH:9][CH:8]=[C:7]([CH2:10][CH2:11][OH:12])[C:5]=2[CH:6]=1.[Cl:13][C:14]1[CH:19]=[N:18][CH:17]=[C:16](Cl)[N:15]=1>O1CCOCC1.ClCCl>[Cl:13][C:14]1[CH:19]=[N:18][CH:17]=[C:16]([O:12][CH2:11][CH2:10][C:7]2[C:5]3[C:4](=[CH:3][CH:2]=[CH:1][CH:6]=3)[NH:9][CH:8]=2)[N:15]=1. Reported procedure: K-t-BuO (2.32 g, 20.6 mmol) was added to a stirred solution of tryptophol (1.7 g, 10.6 mmol) in dioxane (30 mL) at 0° C. (ice-bath). After being stirred for 10 min at 0° C. and 10 min at room temperature, the mixture was chilled to 0° C. (ice-bath) and 2,6-dichloropyrazine (1.37 g, 9.17 mmol) was added. The yellowish reaction mixture was stirred at 0° C. for 30 min and for a further 20 min at room temperature. The mixture was diluted with dichloromethane, filtered, and concentrated in vacuo to f... Product: C(C1=CC=CC=C1)(C1=CC=CC=C1)=NN(C)C1=CC=C(C=C1)Cl (N′-Benzhydrylidene-N-(4-chlorophenyl)-N-methylhydrazine). Starting materials: C(C1=CC=CC=C1)(C1=CC=CC=C1)=NNC1=CC=C(C=C1)Cl (N-Benzhydrylidene-N′-(4-chlorophenyl)hydrazine), CI (methyl iodide), C(C)(C)(C)OC (methyl tert-butyl ether), potassium hexamethylbis-silylamide. Reaction SMILES: [C:1](=[N:14][NH:15][C:16]1[CH:21]=[CH:20][C:19]([Cl:22])=[CH:18][CH:17]=1)([C:8]1[CH:13]=[CH:12][CH:11]=[CH:10][CH:9]=1)[C:2]1[CH:7]=[CH:6][CH:5]=[CH:4][CH:3]=1.CI.[C:25](OC)(C)(C)C>O1CCCC1>[C:1](=[N:14][N:15]([C:16]1[CH:17]=[CH:18][C:19]([Cl:22])=[CH:20][CH:21]=1)[CH3:25])([C:8]1[CH:13]=[CH:12][CH:11]=[CH:10][CH:9]=1)[C:2]1[CH:3]=[CH:4][CH:5]=[CH:6][CH:7]=1. Conditions: time 4 hour. Run in O1CCCC1 (tetrahydrofuran). Isolated yield 96.0%. Reported procedure: N-Benzhydrylidene-N′-(4-chlorophenyl)hydrazine (0.2 g, 0.65 mmol, 1 eq.) and 3.2 mL of tetrahydrofuran are placed in a predried 20 mL round-bottomed flask under argon. The solution is cooled to a temperature in the region of −10° C. and 0.5 M potassium hexamethylbis-silylamide solution (1.43 mL, 1.1 eq.) is then added. The solution darkens, and is left to react at this temperature for 30 minutes, followed by addition of a solution of methyl iodide in methyl tert-butyl ether (0.49 mL, 1.5 eq.). T... Reactants: C[C@@H]1N(CCOC1)C1=NN=C2N1C=C(C=C2)O[C@@H]2CC[C@@H](C1=CC=CC=C21)N ((1S,4R)-4-[3-((S)-3-Methyl-morpholin-4-yl)-[1,2,4]triazolo[4,3-a]pyridin-6-yloxy]-1,2,3,4-tetrahydro-naphthalen-1-ylamine), ClC(COC(NC=1N(N=C(C1)C(C)(C)C)C1=CC(=CC=C1)OCCOC1OCCCC1)=O)(Cl)Cl ((5-tert-Butyl-2-{3-[2-(tetrahydro-pyran-2-yloxy)-ethoxy]-phenyl}-2H-pyrazol-3-yl)-carbamic acid 2,2,2-trichloro-ethyl ester), CCN(C(C)C)C(C)C (DIPEA). The solvent is O1CCOCC1 (dioxane). Run at temperature 80 celsius, time 8 hour. Product: C(=O)O.C(C)(C)(C)C=1C=C(N(N1)C1=CC(=CC=C1)OCCN(C)C)NC(=O)N[C@H]1CC[C@H](C2=CC=CC=C12)OC=1C=CC=2N(C1)C(=NN2)N2[C@H](COCC2)C (1-{5-tert-Butyl-2-[3-(2-dimethylamino-ethoxy)-phenyl]-2H-pyrazol-3-yl}-3-{(1S,4R)-4-[3-((S)-3-methyl-morpholin-4-yl)-[1,2,4]triazolo[4,3-a]pyridin-6-yloxy]-1,2,3,4-tetrahydro-naphthalen-1-yl}-urea formate salt). The yield is 172.0%. Reaction SMILES: [CH3:1][C@H:2]1[CH2:7][O:6][CH2:5][CH2:4][N:3]1[C:8]1[N:12]2[CH:13]=[C:14]([O:17][C@H:18]3[C:27]4[C:22](=[CH:23][CH:24]=[CH:25][CH:26]=4)[C@@H:21]([NH2:28])[CH2:20][CH2:19]3)[CH:15]=[CH:16][C:11]2=[N:10][N:9]=1.ClC(Cl)(Cl)C[O:32][C:33](=[O:60])[NH:34][C:35]1[N:36]([C:44]2[CH:49]=[CH:48][CH:47]=[C:46]([O:50][CH2:51][CH2:52]OC3CCCCO3)[CH:45]=2)[N:37]=[C:38]([C:40]([CH3:43])([CH3:42])[CH3:41])[CH:39]=1.C[CH2:64][N:65](C(C)C)[CH:66](C)C>O1CCOCC1>[CH:33]([OH:60])=[O:32].[C:40]([C:38]1[CH:39]=[C:35]([NH:34][C:33]([NH:28][C@@H:21]2[C:22]3[C:27](=[CH:26][CH:25]=[CH:24][CH:23]=3)[C@H:18]([O:17][C:14]3[CH:15]=[CH:16][C:11]4[N:12]([C:8]([N:3]5[CH2:4][CH2:5][O:6][CH2:7][C@@H:2]5[CH3:1])=[N:9][N:10]=4)[CH:13]=3)[CH2:19][CH2:20]2)=[O:60])[N:36]([C:44]2[CH:49]=[CH:48][CH:47]=[C:46]([O:50][CH2:51][CH2:52][N:65]([CH3:66])[CH3:64])[CH:45]=2)[N:37]=1)([CH3:42])([CH3:41])[CH3:43] |f:4.5|. Reported procedure: A mixture of Intermediate 139c (125 mg, 0.33 mmol), Intermediate 39b (177 mg, 0.33 mmol) and DIPEA (115 μL, 0.66 mmol) in dioxane (3 mL) was stirred at 80° C. overnight. After cooling, the reaction mixture was partitioned between water and DCM. The aqueous phase was extracted with EtOAc (×3) and the combined organic layers were washed with brine, dried (MgSO4) and concentrated in vacuo. The resultant residue was purified by FCC on silica, using a gradient of 0-10% MeOH in DCM, to afford the titl...